From a dataset of the Open Reaction Database (ORD), a public repository of structured organic reaction records. describe an organic reaction: reactants, conditions, products, and yield Reaction conditions: temperature 0 celsius, time 1 hour. Run in O1CCCC1 (tetrahydrofuran), C1(=CC=CC=C1)C (toluene), ClCCl (dichloromethane), C(C)(=O)OCC (ethyl acetate). Procedure: 800 μl of a 20% solution of phosgene in toluene are dissolved in 10 ml dichloromethane and cooled to 0° C. To this are added 35 μl diisopropylethylamine and 100 mg tert.butyl [(3,5-dichloro-phenylsulphonyl)-(2,3-dihydro-1H-indol-5-yl)-amino]-acetate. The mixture is stirred for a further 1 hour and then the solvents are eliminated in a nitrogen current. The residue is taken up in 10 ml of tetrahydrofuran, 200 μl N,N-dimethylethylenediamine are added and the mixture is stirred for 3 hours at ambie... Reactants: solution, C(=O)(Cl)Cl (phosgene), CN(CCN)C (N,N-dimethylethylenediamine), C(C)(C)N(CC)C(C)C (diisopropylethylamine), ClC=1C=C(C=C(C1)Cl)S(=O)(=O)N(C=1C=C2CCNC2=CC1)CC(=O)OC(C)(C)C (tert.butyl [(3,5-dichloro-phenylsulphonyl)-(2,3-dihydro-1H-indol-5-yl)-amino]-acetate). Yields the product ClC=1C=C(C=C(C1)Cl)S(=O)(=O)N(C=1C=C2CCN(C2=CC1)C(NCCN(C)C)=O)CC(=O)OC(C)(C)C (tert.butyl {(3,5-dichloro-phenylsulphonyl)-[1-(2-dimethylamino-ethylcarbamoyl)-2,3-dihydro-1H-indol-5-yl]-amino}-acetate). Reaction SMILES: [C:1](Cl)(Cl)=[O:2].C(N(C(C)C)CC)(C)C.[Cl:14][C:15]1[CH:16]=[C:17]([S:22]([N:25]([CH2:35][C:36]([O:38][C:39]([CH3:42])([CH3:41])[CH3:40])=[O:37])[C:26]2[CH:27]=[C:28]3[C:32](=[CH:33][CH:34]=2)[NH:31][CH2:30][CH2:29]3)(=[O:24])=[O:23])[CH:18]=[C:19]([Cl:21])[CH:20]=1.[CH3:43][N:44]([CH3:48])[CH2:45][CH2:46][NH2:47]>C1(C)C=CC=CC=1.ClCCl.O1CCCC1.C(OCC)(=O)C>[Cl:14][C:15]1[CH:16]=[C:17]([S:22]([N:25]([CH2:35][C:36]([O:38][C:39]([CH3:42])([CH3:41])[CH3:40])=[O:37])[C:26]2[CH:27]=[C:28]3[C:32](=[CH:33][CH:34]=2)[N:31]([C:1](=[O:2])[NH:47][CH2:46][CH2:45][N:44]([CH3:48])[CH3:43])[CH2:30][CH2:29]3)(=[O:24])=[O:23])[CH:18]=[C:19]([Cl:21])[CH:20]=1. The reactants are C(C(=O)Cl)(=O)Cl (oxalyl chloride), CC1=C(N=C(O1)C1=CC=C(C(=O)O)C=C1)CS(=O)(=O)C1=CC=CC=C1 (4-[5-Methyl-4-[(phenylsulfonyl)methyl]-1,3-oxazol-2-yl]benzoic Acid), N1=CC(=CC=C1)CN (3-pyridinylmethylamine). Product: CC1=C(N=C(O1)C1=CC=C(C(=O)NCC=2C=NC=CC2)C=C1)CS(=O)(=O)C1=CC=CC=C1 (4-[5-Methyl-4-[(phenylsulfonyl)methyl]-1,3-oxazol-2-yl]-N-(3-pyridinylmethyl)benzamide). Isolated yield 48.4%. Reaction SMILES: C(Cl)(=O)C(Cl)=O.[CH3:7][C:8]1[O:12][C:11]([C:13]2[CH:21]=[CH:20][C:16]([C:17]([OH:19])=O)=[CH:15][CH:14]=2)=[N:10][C:9]=1[CH2:22][S:23]([C:26]1[CH:31]=[CH:30][CH:29]=[CH:28][CH:27]=1)(=[O:25])=[O:24].[N:32]1[CH:37]=[CH:36][CH:35]=[C:34]([CH2:38][NH2:39])[CH:33]=1>>[CH3:7][C:8]1[O:12][C:11]([C:13]2[CH:14]=[CH:15][C:16]([C:17]([NH:39][CH2:38][C:34]3[CH:33]=[N:32][CH:37]=[CH:36][CH:35]=3)=[O:19])=[CH:20][CH:21]=2)=[N:10][C:9]=1[CH2:22][S:23]([C:26]1[CH:27]=[CH:28][CH:29]=[CH:30][CH:31]=1)(=[O:25])=[O:24]. Reported procedure: Reaction of oxalyl chloride (102 λL, 1.17 mmol) and benzoic acid 17 (280 mg, 0.78 mmol) with subsequent coupling to 3-pyridinylmethylamine (87 λL, 0.86 mmol) gave benzamide 18 (169 mg, 48%) as a white powder: mp (EtOAc) 196-198° C.; 1H NMR δ 9.20 (t, J=5.9 Hz, 1H, CONH), 8.57 (br s, 1H, H-2′), 8.46 (br s, 1H, H-6′), 8.00 (br dd, J=8.6, 1.8 Hz, 2H, H-2, H-6), 7.89 (br dd, J=8.6, 1.8 Hz, 2H, H-3, H-5), 7.80 (br d, J=8.5 Hz, 2H, H-2″, H-6″), 7.71-7.76 (m, 2H, H-4′, H-4″), 7.62 (br dd, J=8.2, 7.5 Hz... Starting materials: C(C1=CC=CC=C1)OC=1C=NC=C(C1)C12CCCN2CCC1 (7a-(3-Benzyloxy-5-pyridinyl)-hexahydro-1H-pyrrolizine). Reagents/catalysts: [Pt] (Pt/C). The solvent is CO (methanol). Reaction conditions: time 16 hour. Product: OC=1C=NC=C(C1)C12CCCN2CCC1 (7a-(3-hydroxy-5-pyridinyl)-hexahydro-1H-pyrrolizine). Isolated yield 63.4%. Reaction SMILES: C([O:8][C:9]1[CH:10]=[N:11][CH:12]=[C:13]([C:15]23[CH2:22][CH2:21][CH2:20][N:19]2[CH2:18][CH2:17][CH2:16]3)[CH:14]=1)C1C=CC=CC=1>CO.[Pt]>[OH:8][C:9]1[CH:10]=[N:11][CH:12]=[C:13]([C:15]23[CH2:16][CH2:17][CH2:18][N:19]2[CH2:20][CH2:21][CH2:22]3)[CH:14]=1. Procedure details: 7a-(3-Benzyloxy-5-pyridinyl)-hexahydro-1H-pyrrolizine (260 mg, 0.88 mmol, from step 16b) was dissolved in methanol (9 mL), 10% Pt/C (35 mg) was added, and the mixture stirred under 1 arm of H2 for 16 hours. The catalyst was removed, the filtrate was concentrated, and the residue was chromatographed (silica gel; CHCl3 /MeOH/0.5 % NH4OH, 90:10:0 to 90:10:0.5) to afford the title compound as a white solid (114 mg, 63%). 1H NMR D2O, 300 MHz) δ2.07-2.40 (m, 6H), 2.49-2.58 (m, 2H), 3.26-3.34 (m, 2H), ... Reactants: ice water, Cl.NC=1SC=C(N1)CCl (2-amino-4-chloromethylthiazole hydrochloride), CN(C=O)C (N,N-dimethylformamide), C(CC)(=O)Cl (propionyl chloride). Solvent: N1=CC=CC=C1 (pyridine). Yields the product C(CC)(=O)NC=1SC=C(N1)CCl (2-propionylamino-4-chloromethylthiazole). The yield is 50.9%. Reaction SMILES: Cl.[NH2:2][C:3]1[S:4][CH:5]=[C:6]([CH2:8][Cl:9])[N:7]=1.CN(C)C=O.[C:15](Cl)(=[O:18])[CH2:16][CH3:17]>N1C=CC=CC=1>[C:15]([NH:2][C:3]1[S:4][CH:5]=[C:6]([CH2:8][Cl:9])[N:7]=1)(=[O:18])[CH2:16][CH3:17] |f:0.1|. Procedure: To a mixture of 2-amino-4-chloromethylthiazole hydrochloride (50 g), anhydrous N,N-dimethylformamide (250 ml) and anhydrous pyridine (50 ml) was added dropwise propionyl chloride (30 g) keeping the temperature below 3° C. with stirring and the mixture was stirred for 20 minutes at the same temperature. The reaction mixture was poured into ice water (1500 ml) and stirred. The crystal was collected by filtration and washed with water to give 2-propionylamino-4-chloromethylthiazole (28.15 g). Reaction conditions: temperature 80 celsius, time 24 hour. Solvent: N#CC. Starting materials: O=C(NC1=C(F)C(F)=C(C(F)=C1F)C(F)(F)F)C=2C=CC=CC2C(F)(F)F. The reagents and catalysts are O=C(C=CC1=CC=C(C=C1)C(F)(F)F)C=CC2=CC=C(C=C2)C(F)(F)F, [K].O=S(=O)(O)OOS(=O)(=O)O, [Na].O=S(=O)(O)C1=CC=C(C=C1)C, O1B(OC(C)(C)C1(C)C)B2OC(C)(C)C(O2)(C)C, [Pd].O=C(O)C. Yield: 58.0%. Product: O=C(NC1=C(F)C(F)=C(C(F)=C1F)C(F)(F)F)C=2C(=CC=CC2C(F)(F)F)B3OC(C)(C)C(O3)(C)C. The reactants are ClC1=C(C(=CC=C1)Cl)C1=CC2=C(N=C(N=C2)S(=O)(=O)C)N(C1=O)CC (6-(2,6-Dichlorophenyl)-8-ethyl-2-methanesulfonyl-8H-pyrido[2,3-d]pyrimidin-7-one), COC=1C=C(N)C=CC1OC (3,4-dimethoxyaniline). The solvent is O (water), C(C)(=O)O (acetic acid). Conditions: temperature 160 celsius. Yields the product ClC1=C(C(=CC=C1)Cl)C1=CC2=C(N=C(N=C2)NC2=CC(=C(C=C2)OC)OC)N(C1=O)CC (6-(2,6-Dichlorophenyl)-2-(3,4-dimethoxyphenylamino)-8-ethyl-8H-pyrido[2,3-d]pyrimidin-7-one). RXN SMILES: [Cl:1][C:2]1[CH:7]=[CH:6][CH:5]=[C:4]([Cl:8])[C:3]=1[C:9]1[C:22](=[O:23])[N:21]([CH2:24][CH3:25])[C:12]2[N:13]=[C:14](S(C)(=O)=O)[N:15]=[CH:16][C:11]=2[CH:10]=1.[CH3:26][O:27][C:28]1[CH:29]=[C:30]([CH:32]=[CH:33][C:34]=1[O:35][CH3:36])[NH2:31]>C(O)(=O)C.O>[Cl:1][C:2]1[CH:7]=[CH:6][CH:5]=[C:4]([Cl:8])[C:3]=1[C:9]1[C:22](=[O:23])[N:21]([CH2:24][CH3:25])[C:12]2[N:13]=[C:14]([NH:31][C:30]3[CH:32]=[CH:33][C:34]([O:35][CH3:36])=[C:28]([O:27][CH3:26])[CH:29]=3)[N:15]=[CH:16][C:11]=2[CH:10]=1. Reported procedure: A mixture of 0.150 g (0.38 mmol) of 6-(2,6-dichlorophenyl)-8-ethyl-2-methanesulfonyl-8H-pyrido[2,3-d]pyrimidin-7-one of Example 68 and 0.500 g (3.30 mmol) of 3,4-dimethoxyaniline was heated in a 160° C. oil bath for 5 minutes. The dark blue solution was cooled and dissolved in 2 mL of warm glacial acetic acid. This solution was diluted to 10 mL volume with water to precipitate a solid. The solid was filtered, washed well with water, and dried; wt 0.200 g. Purification was effected by filtration ... The reactants are C1([N+](=O)[O-])=C(O)C([N+](=O)[O-])=CC([N+](=O)[O-])=C1O (styphnic acid), N(=O)C1=C(O)C=CC(=C1O)N=O (2,4-dinitroso resorcinol). Yields the product C1([N+](=O)[O-])=C(O)C([N+](=O)[O-])=CC([N+](=O)[O-])=C1O (styphnic acid), [N+](=O)(O)[O-] (nitric acid). RXN SMILES: [C:1]1([C:16]([OH:17])=[C:12]([N+:13]([O-:15])=[O:14])[CH:11]=[C:7]([N+:8]([O-:10])=[O:9])[C:5]=1[OH:6])[N+:2]([O-:4])=[O:3].N(C1C(O)=C(N=O)C=CC=1O)=[O:19]>>[C:1]1([C:5]([OH:6])=[C:7]([N+:8]([O-:10])=[O:9])[CH:11]=[C:12]([N+:13]([O-:15])=[O:14])[C:16]=1[OH:17])[N+:2]([O-:4])=[O:3].[N+:13]([O-:15])([OH:19])=[O:14]. Procedure: A process for the preparation of styphnic acid comprising adding a liquid suspension containing from about 4 to about 20 percent weight/volume of 2,4-dinitroso resorcinol over a period of time sufficient to form styphnic acid to a nitric acid solution containing between 45 and 100 percent by weight of nitric acid, said solution being maintained at a temperature in the range from about 45° to 100°C. Starting materials: BrCCCCCCn1nc(-c2ccccc2)c(-c2ccccc2)c1-c1ccccc1, O=C([O-])[O-], CCCCCC, CCOC(C)=O, CC#N, [I-], [K+], [K+], [K+], COC(=O)CS. Yields the product COC(=O)CSCCCCCCn1nc(-c2ccccc2)c(-c2ccccc2)c1-c1ccccc1. RXN SMILES: [Br:1][CH2:2][CH2:3][CH2:4][CH2:5][CH2:6][CH2:7][n:8]1[n:9][c:10](-[c:25]2[cH:26][cH:27][cH:28][cH:29][cH:30]2)[c:11](-[c:19]2[cH:20][cH:21][cH:22][cH:23][cH:24]2)[c:12]1-[c:13]1[cH:14][cH:15][cH:16][cH:17][cH:18]1.[C:37](=[O:38])([O-:39])[O-:40].[CH3:45][CH2:46][CH2:47][CH2:48][CH2:49][CH3:50].[CH3:51][CH2:52][O:53][C:54](=[O:55])[CH3:56].[CH3:57][C:58]#[N:59].[I-:44].[K+:41].[K+:42].[K+:43].[SH:31][CH2:32][C:33](=[O:34])[O:35][CH3:36]>>[CH2:2]([CH2:3][CH2:4][CH2:5][CH2:6][CH2:7][n:8]1[n:9][c:10](-[c:25]2[cH:26][cH:27][cH:28][cH:29][cH:30]2)[c:11](-[c:19]2[cH:20][cH:21][cH:22][cH:23][cH:24]2)[c:12]1-[c:13]1[cH:14][cH:15][cH:16][cH:17][cH:18]1)[S:31][CH2:32][C:33](=[O:34])[O:35][CH3:36]. Starting materials: CN1CCC2(CC1)C(=O)c1ccccc1Sc1ccccc12, C1CCOC1. Yields the product CN1CCC2(CC1)c1ccccc1Sc1ccccc1C2O. Reaction SMILES: [CH3:1][N:2]1[CH2:3][CH2:4][C:5]2([C:6](=[O:20])[c:7]3[c:8]([cH:16][cH:17][cH:18][cH:19]3)[S:9][c:10]3[c:11]2[cH:12][cH:13][cH:14][cH:15]3)[CH2:21][CH2:22]1.[O:23]1[CH2:24][CH2:25][CH2:26][CH2:27]1>>[CH3:1][N:2]1[CH2:3][CH2:4][C:5]2([CH:6]([OH:20])[c:7]3[c:8]([cH:16][cH:17][cH:18][cH:19]3)[S:9][c:10]3[c:11]2[cH:12][cH:13][cH:14][cH:15]3)[CH2:21][CH2:22]1.